Dataset: the Open Reaction Database (ORD), a public repository of structured organic reaction records. Task: describe an organic reaction: reactants, conditions, products, and yield The reactants are COC(C1=C(C=CC(=C1)C[C@@H](C(NCC1=CC=C(C=C1)OC)=O)NS(=O)(=O)C1=CC=CC=C1)OCC(=O)OC)=O (5-[(2S)-2-Benzenesulfonylamino-2-(4-methoxy-benzylcarbamoyl)-ethyl]-2-methoxycarbonylmethoxy-benzoic acid methyl ester), O.[OH-].[Li+] (Lithium hydroxide monohydrate). Run in C1CCOC1.O (THF H2O). Conditions: time 8 hour. Product: C1(=CC=CC=C1)S(=O)(=O)N[C@@H](CC=1C=CC(=C(C(=O)O)C1)OCC(=O)O)C(NCC1=CC=C(C=C1)OC)=O (5-[(2S)-2-benzenesulfonylamino-2-(4-methoxy-benzylcarbamoyl)-ethyl]-2-carboxymethoxy-benzoic acid). As a reaction SMILES: C[O:2][C:3](=[O:40])[C:4]1[CH:9]=[C:8]([CH2:10][C@H:11]([NH:24][S:25]([C:28]2[CH:33]=[CH:32][CH:31]=[CH:30][CH:29]=2)(=[O:27])=[O:26])[C:12](=[O:23])[NH:13][CH2:14][C:15]2[CH:20]=[CH:19][C:18]([O:21][CH3:22])=[CH:17][CH:16]=2)[CH:7]=[CH:6][C:5]=1[O:34][CH2:35][C:36]([O:38]C)=[O:37].O.[OH-].[Li+]>C1COCC1.O>[C:28]1([S:25]([NH:24][C@H:11]([C:12](=[O:23])[NH:13][CH2:14][C:15]2[CH:16]=[CH:17][C:18]([O:21][CH3:22])=[CH:19][CH:20]=2)[CH2:10][C:8]2[CH:7]=[CH:6][C:5]([O:34][CH2:35][C:36]([OH:38])=[O:37])=[C:4]([CH:9]=2)[C:3]([OH:40])=[O:2])(=[O:27])=[O:26])[CH:33]=[CH:32][CH:31]=[CH:30][CH:29]=1 |f:1.2.3,4.5|. Reported procedure: 5-[(2S)-2-Benzenesulfonylamino-2-(4-methoxy-benzylcarbamoyl)-ethyl]-2-methoxycarbonylmethoxy-benzoic acid methyl ester Step H (17 mg, 0.30 mmol) is stirred in 3:2 THF/H2O (3 mL) at RT. Lithium hydroxide monohydrate (20 mg, 0.5 mmol) is added and the reaction is stirred overnight. The mixture is partitioned between EtOAc (15 mL) and 2N HCl (15 mL). The organics are washed with saturated NaCl (1×15 mL), filtered and concentrated to afford the title compound (compound 1), 5-[(2S)-2-benzenesulfonyla... Reactants: O=C(Cl)c1ccccc1, ClCCl, CC(C)(C)OC(=O)NCCCCNc1c(N)cnc2ccccc12. Yields the product CC(C)(C)OC(=O)NCCCCNc1c(NC(=O)c2ccccc2)cnc2ccccc12, Cl. As a reaction SMILES: [C:1]([c:2]1[cH:3][cH:4][cH:5][cH:6][cH:7]1)(=[O:8])[Cl:9].[Cl:34][CH2:35][Cl:36].[NH2:10][c:11]1[cH:12][n:13][c:14]2[cH:15][cH:16][cH:17][cH:18][c:19]2[c:20]1[NH:21][CH2:22][CH2:23][CH2:24][CH2:25][NH:26][C:27]([O:28][C:29]([CH3:30])([CH3:31])[CH3:32])=[O:33]>>[C:1]([c:2]1[cH:3][cH:4][cH:5][cH:6][cH:7]1)(=[O:8])[NH:10][c:11]1[cH:12][n:13][c:14]2[cH:15][cH:16][cH:17][cH:18][c:19]2[c:20]1[NH:21][CH2:22][CH2:23][CH2:24][CH2:25][NH:26][C:27]([O:28][C:29]([CH3:30])([CH3:31])[CH3:32])=[O:33].[ClH:9]. Starting materials: Cl.CN(C)C(C(=O)O)C (N,N-dimethylaminopropionic acid hydrochloride), ON1N=NC2=C1C=CC=C2 (1-hydroxybenzotriazole), Cl.C(C)N=C=NCCCN(C)C (1-ethyl-3-(3-dimethylaminopropyl)carbodiimide hydrochloride), C(C)(C)(C)OC(=O)NC1CCNCC1 (4-(tert-butoxycarbonylamino)piperidine), [OH-].[Na+] (sodium hydroxide). Solvent: CN(C=O)C (N,N-dimethylformamide), C(C)N(CC)CC (triethylamine), [Cl-].[Na+].O (brine), C(C)(=O)OCC (Ethyl acetate). Reaction conditions: time 27.5 hour. Product: CN(CCC(=O)N1CCC(CC1)NC(OC(C)(C)C)=O)C (tert-Butyl [1-(3-dimethylaminopropionyl)piperidin-4-yl]carbamate). Yield: 104.2%. Reaction SMILES: Cl.CN(C(C)C(O)=[O:7])C.ON1C2C=CC=CC=2N=N1.Cl.C(N=C=N[CH2:26][CH2:27][CH2:28][N:29]([CH3:31])[CH3:30])C.[C:32]([O:36][C:37]([NH:39][CH:40]1[CH2:45][CH2:44][NH:43][CH2:42][CH2:41]1)=[O:38])([CH3:35])([CH3:34])[CH3:33].[OH-].[Na+]>CN(C)C=O.[Cl-].[Na+].O.C(OCC)(=O)C.C(N(CC)CC)C>[CH3:30][N:29]([CH3:31])[CH2:28][CH2:27][C:26]([N:43]1[CH2:42][CH2:41][CH:40]([NH:39][C:37](=[O:38])[O:36][C:32]([CH3:35])([CH3:33])[CH3:34])[CH2:45][CH2:44]1)=[O:7] |f:0.1,3.4,6.7,9.10.11|. Procedure: After adding N,N-dimethylaminopropionic acid hydrochloride (1.46 g), triethylamine (1.45 ml), 1-hydroxybenzotriazole (1.93 g) and 1-ethyl-3-(3-dimethylaminopropyl)carbodiimide hydrochloride (2.19 g) to a solution of 4-(tert-butoxycarbonylamino)piperidine (1.9 g) in N,N-dimethylformamide (30 ml), the mixture was stirred for 27.5 hours at room temperature under a nitrogen atmosphere. Ethyl acetate (200 ml), brine (50 ml) and 1N aqueous sodium hydroxide (50 ml) were added to the reaction mixture an...